The task is: describe an organic reaction: reactants, conditions, products, and yield. This data is from the Open Reaction Database (ORD), a public repository of structured organic reaction records. Reactants: ClC1=CC=C(CN2C(=C3C=4C(=C(C=CC24)OCC2=NC=C(C=C2)C2=CC=CC=C2)SC(C3)C)CCO)C=C1 (5-(4-Chlorobenzyl)-4-(2-hydroxyethyl)-2-methyl-8-(5-phenylpyridin-2-ylmethoxy)-3,5-dihydro-2H-thiopyrano[4,3,2-cd]indole), [H-].[Na+] (NaH), BrC(C(=O)O)CC (2-bromobutyric acid), [H-].[Na+] (NaH), BrC(C(=O)O)CC (2-bromobutyric acid), [OH-].[Na+] (NaOH). Run in C1CCOC1 (THF), O (H2O), C1CCOC1 (THF). Conditions: time 15 minute. Yields the product ClC1=CC=C(CN2C(=C3C=4C(=C(C=CC24)OCC2=NC=C(C=C2)C2=CC=CC=C2)SC(C3)C)CCOC(C(=O)O)CC)C=C1 (2-[2-[5-(4-Chlorobenzyl)-2-methyl-8-(5-phenylpyridin-2-ylmethoxy)-3,5-dihydro-2H-thiopyrano[4,3,2-cd]indol-4-yl]ethoxy]butyric acid). RXN SMILES: [Cl:1][C:2]1[CH:38]=[CH:37][C:5]([CH2:6][N:7]2[C:15]3[CH:14]=[CH:13][C:12]([O:16][CH2:17][C:18]4[CH:23]=[CH:22][C:21]([C:24]5[CH:29]=[CH:28][CH:27]=[CH:26][CH:25]=5)=[CH:20][N:19]=4)=[C:11]4[S:30][CH:31]([CH3:33])[CH2:32][C:9]([C:10]=34)=[C:8]2[CH2:34][CH2:35][OH:36])=[CH:4][CH:3]=1.[H-].[Na+].Br[CH:42]([CH2:46][CH3:47])[C:43]([OH:45])=[O:44].[OH-].[Na+]>C1COCC1.O>[Cl:1][C:2]1[CH:38]=[CH:37][C:5]([CH2:6][N:7]2[C:15]3[CH:14]=[CH:13][C:12]([O:16][CH2:17][C:18]4[CH:23]=[CH:22][C:21]([C:24]5[CH:29]=[CH:28][CH:27]=[CH:26][CH:25]=5)=[CH:20][N:19]=4)=[C:11]4[S:30][CH:31]([CH3:33])[CH2:32][C:9]([C:10]=34)=[C:8]2[CH2:34][CH2:35][O:36][CH:42]([CH2:46][CH3:47])[C:43]([OH:45])=[O:44])=[CH:4][CH:3]=1 |f:1.2,4.5|. Procedure details: To a solution of product from Step 6 (130 mg, 0.23 mmol) in THF (2 mL) there was added 97% NaH (23 mg, 1 mmol) and the mixture was stirred at r.t. for 15 min. There was added a solution of 2-bromobutyric acid (84 mg, 0.5 mmol) in THF (1.5 mL) and the mixture was refluxed for 20 hours. After cooling, there was added more NaH (46 mg) and 2-bromobutyric acid (170 mg) and the mixture was refluxed for a further 24 hours. The cooled mixture was diluted with H2O, made strongly basic with 1N aq NaOH, an... The reactants are ClCCl, c1ccc(-c2nn[nH]n2)cc1, c1ccc(P(c2ccccc2)c2ccccc2)cc1, OCCC#Cc1ccccn1. The product is C(#Cc1ccccn1)CCn1nnc(-c2ccccc2)n1. As a reaction SMILES: [Cl:42][CH2:43][Cl:44].[c:1]1(-[c:7]2[n:8][n:9][nH:10][n:11]2)[cH:2][cH:3][cH:4][cH:5][cH:6]1.[c:23]1([P:24]([c:25]2[cH:26][cH:27][cH:28][cH:29][cH:30]2)[c:31]2[cH:32][cH:33][cH:34][cH:35][cH:36]2)[cH:37][cH:38][cH:39][cH:40][cH:41]1.[n:12]1[c:13]([C:18]#[C:19][CH2:20][CH2:21][OH:22])[cH:14][cH:15][cH:16][cH:17]1>>[c:1]1(-[c:7]2[n:8][n:9][n:10]([CH2:21][CH2:20][C:19]#[C:18][c:13]3[n:12][cH:17][cH:16][cH:15][cH:14]3)[n:11]2)[cH:2][cH:3][cH:4][cH:5][cH:6]1.